Dataset: the Open Reaction Database (ORD), a public repository of structured organic reaction records. Task: describe an organic reaction: reactants, conditions, products, and yield The reactants are NC1=C(COCC(=O)O)C=CC=C1 (o-amino-benzyloxy acetic acid), C1(CCCCC1)N=C=NC1CCCCC1 (dicyclohexyl carbodiimide). Solvent: CO (methanol). Yields the product O=C1NC2=C(COC1)C=CC=C2 (1,2,3,4-tetrahydro-2-oxo-4,1-benzoxazepine). Reaction SMILES: [NH2:1][C:2]1[CH:13]=[CH:12][CH:11]=[CH:10][C:3]=1[CH2:4][O:5][CH2:6][C:7](O)=[O:8].C1(N=C=NC2CCCCC2)CCCCC1>CO>[O:8]=[C:7]1[CH2:6][O:5][CH2:4][C:3]2[CH:10]=[CH:11][CH:12]=[CH:13][C:2]=2[NH:1]1. Reported procedure: 1 g o-amino-benzyloxy acetic acid and 1.1 g dicyclohexyl carbodiimide were stirred in 15 ml refluxing methanol for 8 hours. The mixture was evaporated, and the residue was stirred with 50 ml acetone and filtered, whereafter the filtrate was evaporated to give the title compound. M.p. 160°-165° C. Starting materials: CCO, Oc1ccc(N=Nc2ccccc2)c(F)c1F. Reaction SMILES: [CH3:18][CH2:19][OH:20].[F:1][c:2]1[c:3]([OH:17])[cH:4][cH:5][c:6]([N:9]=[N:10][c:11]2[cH:12][cH:13][cH:14][cH:15][cH:16]2)[c:7]1[F:8]>>[F:1][c:2]1[c:3]([OH:17])[cH:4][cH:5][c:6]([NH2:9])[c:7]1[F:8]. Product: Nc1ccc(O)c(F)c1F. Reactants: FC(C=1N=C(SC1)C(=O)O)(F)F (4-trifluoromethyl-thiazole-2-carboxylic acid), C1=CN(C=N1)C(=O)N2C=CN=C2 (carbodiimidazole), [NH4+].[OH-] (NH4OH). Run in C1CCOC1 (THF). Conditions: time 16 hour. The product is FC(C=1N=C(SC1)C(=O)N)(F)F (4-trifluoromethyl-thiazole-2-carboxylic acid amide). Yield: 72.0%. As a reaction SMILES: [F:1][C:2]([F:12])([F:11])[C:3]1[N:4]=[C:5]([C:8](O)=[O:9])[S:6][CH:7]=1.C1N=C[N:15](C(N2C=NC=C2)=O)C=1.[NH4+].[OH-]>C1COCC1>[F:1][C:2]([F:12])([F:11])[C:3]1[N:4]=[C:5]([C:8]([NH2:15])=[O:9])[S:6][CH:7]=1 |f:2.3|. Procedure: To a solution of 4-trifluoromethyl-thiazole-2-carboxylic acid (50 g, 1 eq.) in anhydrous THF (480 mL) was added carbodiimidazole (45.2 g, 1.1 eq.) portionwise under nitrogen in an ice/water bath (about 5° C.). The reaction mixture was stirred at room temperature for 16 hrs. NH4OH (25% in H2O; 1.930 mL) was added. The solution was stirred for 4 hrs, and then partitioned in DCM (500 mL) and H2O (500 mL). Aqueous layer was further extracted with DCM (500 mL). The combined organic layers were dried ... Reactants: CCCCCCCC1CC(C(=O)OC)C(=O)O1, CO, OCCc1ccccc1. Yields the product CCCCCCCC1CC(C(=O)OCCc2ccccc2)C(=O)O1. As a reaction SMILES: [CH3:1][O:2][C:3](=[O:4])[CH:5]1[C:6](=[O:17])[O:7][CH:8]([CH2:10][CH2:11][CH2:12][CH2:13][CH2:14][CH2:15][CH3:16])[CH2:9]1.[CH3:27][OH:28].[c:18]1([CH2:24][CH2:25][OH:26])[cH:19][cH:20][cH:21][cH:22][cH:23]1>>[CH2:1]([O:2][C:3](=[O:4])[CH:5]1[C:6](=[O:17])[O:7][CH:8]([CH2:10][CH2:11][CH2:12][CH2:13][CH2:14][CH2:15][CH3:16])[CH2:9]1)[CH2:24][c:18]1[cH:19][cH:20][cH:21][cH:22][cH:23]1. Reactants: ice water, [OH-].[Na+] (sodium hydroxide), CC([C@H]1CC[C@H]2[C@@H]3C=CC4=CC(C=C[C@]4(C)[C@H]3CC[C@]12C)=O)=O (1,4,6-pregnatriene-3,20-dione), I (hydrogen iodide). Solvent: C(C)(=O)O (acetic acid). Run at time 15 minute. The product is 7α-iodo, CC([C@H]1CC[C@H]2[C@@H]3CCC4=CC(C=C[C@]4(C)[C@H]3CC[C@]12C)=O)=O (1,4-pregnadiene-3,20-dione). RXN SMILES: [CH3:1][C:2](=[O:23])[C@@H:3]1[C@:20]2([CH3:21])[C@H:6]([C@H:7]3[C@H:17]([CH2:18][CH2:19]2)[C@:15]2([CH3:16])[C:10](=[CH:11][C:12](=[O:22])[CH:13]=[CH:14]2)[CH:9]=[CH:8]3)[CH2:5][CH2:4]1.I.[OH-].[Na+]>C(O)(=O)C>[CH3:1][C:2](=[O:23])[C@@H:3]1[C@:20]2([CH3:21])[C@H:6]([C@H:7]3[C@H:17]([CH2:18][CH2:19]2)[C@:15]2([CH3:16])[C:10](=[CH:11][C:12](=[O:22])[CH:13]=[CH:14]2)[CH2:9][CH2:8]3)[CH2:5][CH2:4]1 |f:2.3|. Procedure details: Treat each of the 1,4,6-pregnatriene-3,20-dione compounds of Example 13A(2) with dry hydrogen iodide in acetic acid in the manner described in Example 9A. After stirring the reaction mixture at room temperature for 15 minutes, pour into ice water, neutralize with sodium hydroxide, separate the resultant precipitate by filtration, and purify each of the precipitates in a manner similar to that described in Example 9A to obtain the 7α-iodo derivative of each of the 1,4-pregnadiene-3,20-dione start...